Dataset: the Open Reaction Database (ORD), a public repository of structured organic reaction records. Task: describe an organic reaction: reactants, conditions, products, and yield Reactants: COc1cc(C=O)ccc1-n1cnc(C)c1, CCOP(=O)(OCC)C1CCC2CCC(c3cc(F)c(F)cc3F)N2C1=O, [Li+], C1CCOC1, [OH-], O. Product: COc1cc(C=C2CCC3CCC(c4cc(F)c(F)cc4F)N3C2=O)ccc1-n1cnc(C)c1. Reaction SMILES: [CH3:3][O:4][c:5]1[cH:6][c:7]([CH:8]=[O:9])[cH:10][cH:11][c:12]1-[n:13]1[cH:14][n:15][c:16]([CH3:18])[cH:17]1.[F:19][c:20]1[c:21]([CH:28]2[CH2:29][CH2:30][CH:31]3[CH2:32][CH2:33][CH:34]([P:38](=[O:39])([O:40][CH2:41][CH3:42])[O:43][CH2:44][CH3:45])[C:35](=[O:37])[N:36]23)[cH:22][c:23]([F:27])[c:24]([F:26])[cH:25]1.[Li+:1].[O:47]1[CH2:48][CH2:49][CH2:50][CH2:51]1.[OH-:2].[OH2:46]>>[CH3:3][O:4][c:5]1[cH:6][c:7]([CH:8]=[C:34]2[CH2:33][CH2:32][CH:31]3[CH2:30][CH2:29][CH:28]([c:21]4[c:20]([F:19])[cH:25][c:24]([F:26])[c:23]([F:27])[cH:22]4)[N:36]3[C:35]2=[O:37])[cH:10][cH:11][c:12]1-[n:13]1[cH:14][n:15][c:16]([CH3:18])[cH:17]1. Starting materials: ClC1=NC2=C(C=CC=C2C=C1C=O)Cl (2,8-dichloroquinoline 3-carbaldehyde), ClC1=C(C=CC=C1)B(O)O (2-chlorophenyl boronic acid), C([O-])([O-])=O.[Na+].[Na+] (sodium carbonate). Reagents/catalysts: C=1C=CC(=CC1)[P](C=2C=CC=CC2)(C=3C=CC=CC3)[Pd]([P](C=4C=CC=CC4)(C=5C=CC=CC5)C=6C=CC=CC6)([P](C=7C=CC=CC7)(C=8C=CC=CC8)C=9C=CC=CC9)[P](C=1C=CC=CC1)(C=1C=CC=CC1)C=1C=CC=CC1 (tetrakis(triphenylphosphine)palladium). Run in C(C)#N (acetonitrile), O (water). Yields the product ClC=1C=CC=C2C=C(C(=NC12)C1=C(C=CC=C1)Cl)C=O (8-chloro-2-(2-chlorophenyl)quinoline-3-carbaldehyde). As a reaction SMILES: Cl[C:2]1[C:11]([CH:12]=[O:13])=[CH:10][C:9]2[C:4](=[C:5]([Cl:14])[CH:6]=[CH:7][CH:8]=2)[N:3]=1.[Cl:15][C:16]1[CH:21]=[CH:20][CH:19]=[CH:18][C:17]=1B(O)O.C(=O)([O-])[O-].[Na+].[Na+]>C(#N)C.O.C1C=CC([P]([Pd]([P](C2C=CC=CC=2)(C2C=CC=CC=2)C2C=CC=CC=2)([P](C2C=CC=CC=2)(C2C=CC=CC=2)C2C=CC=CC=2)[P](C2C=CC=CC=2)(C2C=CC=CC=2)C2C=CC=CC=2)(C2C=CC=CC=2)C2C=CC=CC=2)=CC=1>[Cl:14][C:5]1[CH:6]=[CH:7][CH:8]=[C:9]2[C:4]=1[N:3]=[C:2]([C:17]1[CH:18]=[CH:19][CH:20]=[CH:21][C:16]=1[Cl:15])[C:11]([CH:12]=[O:13])=[CH:10]2 |f:2.3.4,^1:38,40,59,78|. Procedure details: Prepared according to Procedure A using 2,8-dichloroquinoline 3-carbaldehyde (1.70 g, 7.5 mmol), 2-chlorophenyl boronic acid (1.29 g, 8.25 mmol, 1.1 eq), tetrakis(triphenylphosphine)palladium (0.430 g, 0.375 mmol, 0.05 eq), and sodium carbonate (3.97 g, 37.5 mmol, 5 eq) in acetonitrile (57 mL) and water (19 mL). After purification, 8-chloro-2-(2-chlorophenyl)quinoline-3-carbaldehyde was obtained as a yellow solid. 1H NMR (400 MHz, DMSO-d6) δ ppm 10.25 (1H, s), 8.93 (1H, s), 8.14 (1H, d, J=8.6 Hz... Starting materials: S(=O)(=O)([O-])[O-].[NH4+].[NH4+] (ammonium sulfate), ClC1=C2NC=NC2=NC=N1 (6-chloropurine), C[Si](N[Si](C)(C)C)(C)C (hexamethyldisilazane), C(C)(=O)OC1[C@H](OC(C)=O)C[C@H](O1)COC(C1=CC=CC=C1)=O (1,2-di-O-acetyl-5-O-benzoyl-3-deoxy-ribofuranose), O(S(=O)(=O)C(F)(F)F)[Si](C)(C)C (trimethylsilyl triflate), C([O-])(O)=O.[Na+] (sodium bicarbonate). Reaction conditions: time 10 minute. Yields the product C(C)(=O)O[C@H]1[C@@H](O[C@@H](C1)COC(=O)C1=CC=CC=C1)N1C2=NC=NC(=C2N=C1)Cl ((5S,2R,3R)-2-(6-chloropurin-9-yl)-5-(phenylcarbonyloxymethyl)oxolan-3-yl acetate). As a reaction SMILES: S([O-])([O-])(=O)=O.[NH4+].[NH4+].[Cl:8][C:9]1[N:17]=[CH:16][N:15]=[C:14]2[C:10]=1[NH:11][CH:12]=[N:13]2.C[Si](C)(C)N[Si](C)(C)C.C(O[CH:31]1[O:39][C@H:38]([CH2:40][O:41][C:42](=[O:49])[C:43]2[CH:48]=[CH:47][CH:46]=[CH:45][CH:44]=2)[CH2:37][C@H:32]1[O:33][C:34](=[O:36])[CH3:35])(=O)C.O([Si](C)(C)C)S(C(F)(F)F)(=O)=O.C(=O)(O)[O-].[Na+]>>[C:34]([O:33][C@@H:32]1[CH2:37][C@@H:38]([CH2:40][O:41][C:42]([C:43]2[CH:48]=[CH:47][CH:46]=[CH:45][CH:44]=2)=[O:49])[O:39][C@H:31]1[N:13]1[CH:12]=[N:11][C:10]2[C:14]1=[N:15][CH:16]=[N:17][C:9]=2[Cl:8])(=[O:36])[CH3:35] |f:0.1.2,7.8|. Procedure: A catalytic amount of ammonium sulfate was added to a mixture of 6-chloropurine (0.56 grams, 3.62 mmol) and hexamethyldisilazane (15 mL), and the mixture was refluxed for 3 hours. The solvent was evaporated under reduced pressure, and the residue was co-evaporated with dry toluene (3×10 mL). The white solid residue was dissolved in dry methylene chloride (40 mL) and 1,2-di-O-acetyl-5-O-benzoyl-3-deoxy-ribofuranose, (1.00 g, 3.10 mmol) was added. After 10 minutes of stirring, trimethylsilyl trifl...